From a dataset of the Open Reaction Database (ORD), a public repository of structured organic reaction records. describe an organic reaction: reactants, conditions, products, and yield The reactants are OC1=CC=CC2=C1C(=NO2)OCC2CCN(CC2)C(=O)OC(C)(C)C (tert-Butyl 4-{[(4-hydroxy-1,2-benzisoxazol-3-yl)oxy]methyl}piperidine-1-carboxylate), O1CC12CCCC2 (1-oxaspiro[2.4]heptane), C([O-])([O-])=O.[K+].[K+] (potassium carbonate). Solvent: C(C)O (ethanol), C(C)(=O)OCC (ethyl acetate), [Cl-].[Na+] (sodium chloride). Conditions: temperature 80 celsius. Product: OC1(CCCC1)COC1=CC=CC2=C1C(=NO2)OCC2CCN(CC2)C(=O)OC(C)(C)C (tert-Butyl 4-[({4-[(1-hydroxycyclopentyl)methoxy]-1,2-benzisoxazol-3-yl]oxy)methyl}piperidine-1-carboxylate). Yield: 74.1%. RXN SMILES: [OH:1][C:2]1[C:7]2[C:8]([O:11][CH2:12][CH:13]3[CH2:18][CH2:17][N:16]([C:19]([O:21][C:22]([CH3:25])([CH3:24])[CH3:23])=[O:20])[CH2:15][CH2:14]3)=[N:9][O:10][C:6]=2[CH:5]=[CH:4][CH:3]=1.[O:26]1[C:28]2([CH2:32][CH2:31][CH2:30][CH2:29]2)[CH2:27]1.C(=O)([O-])[O-].[K+].[K+]>C(O)C.C(OCC)(=O)C.[Cl-].[Na+]>[OH:26][C:28]1([CH2:27][O:1][C:2]2[C:7]3[C:8]([O:11][CH2:12][CH:13]4[CH2:14][CH2:15][N:16]([C:19]([O:21][C:22]([CH3:25])([CH3:24])[CH3:23])=[O:20])[CH2:17][CH2:18]4)=[N:9][O:10][C:6]=3[CH:5]=[CH:4][CH:3]=2)[CH2:32][CH2:31][CH2:30][CH2:29]1 |f:2.3.4,7.8|. Reported procedure: A mixture of tert-butyl 4-{[(4-hydroxy-1,2-benzisoxazol-3-yl)oxy]methyl}piperidine-1-carboxylate (100 mg, 0.287 mmol, EXAMPLE 17, step 2), 1-oxaspiro[2.4]heptane (59.7 mg, 0.609 mmol), and potassium carbonate (156 mg, 1.13 mmol) in ethanol (2 mL) was heated at 80° C. for 5 h. After cooling to room temperature, the mixture was diluted with ethyl acetate (3 mL) and 5% aq. sodium chloride was added to the mixture. Organic layer was separated, washed with brine, dried over magnesium sulfate and conc... Starting materials: ClSC1=C(C(=O)Cl)C=CC=C1 (2-chlorosulphenylbenzoyl chloride), C1(CCCC1)N (cyclopentylamine). The product is C1(CCCC1)N1SCCC1=O (2-cyclopentylisothiazolin-3-one). As a reaction SMILES: Cl[S:2][C:3]1C=CC=C[C:4]=1[C:5](Cl)=[O:6].[CH:12]1([NH2:17])[CH2:16][CH2:15][CH2:14][CH2:13]1>>[CH:12]1([N:17]2[C:5](=[O:6])[CH2:4][CH2:3][S:2]2)[CH2:16][CH2:15][CH2:14][CH2:13]1. Reported procedure: This was prepared in analogous manner to that described in Example 17 except using 2-chlorosulphenylbenzoyl chloride (5.175 parts, 0.025M) and cyclopentylamine (8.52 parts, 0.1M ex Aldrich). The product was obtained as a yellow oil (5.9 parts) which was recrystallised form hexane mp 87-88° C. The reactants are CCCCO, Cc1ccc(C)c(CNC2CCCC2)c1, Clc1ncnc2c1cnn2C1CCCO1. The product is Cc1ccc(C)c(CN(c2ncnc3c2cnn3C2CCCO2)C2CCCC2)c1. As a reaction SMILES: [CH2:31]([OH:32])[CH2:33][CH2:34][CH3:35].[CH3:16][c:17]1[c:18]([CH2:19][NH:20][CH:21]2[CH2:22][CH2:23][CH2:24][CH2:25]2)[cH:26][c:27]([CH3:30])[cH:28][cH:29]1.[Cl:1][c:2]1[c:3]2[c:4]([n:5][cH:6][n:7]1)[n:8]([CH:11]1[O:12][CH2:13][CH2:14][CH2:15]1)[n:9][cH:10]2>>[c:2]1([N:20]([CH2:19][c:18]2[c:17]([CH3:16])[cH:29][cH:28][c:27]([CH3:30])[cH:26]2)[CH:21]2[CH2:22][CH2:23][CH2:24][CH2:25]2)[c:3]2[c:4]([n:5][cH:6][n:7]1)[n:8]([CH:11]1[O:12][CH2:13][CH2:14][CH2:15]1)[n:9][cH:10]2. Starting materials: CC(C[C@@H](COC=1C=CC2=C(C1)OC(C1=CN=CC=C12)C=C)N1C(C2=CC=CC=C2C1=O)=O)C (2-((2S)-4-methyl-1-((5-vinyl-5H-chromeno[3,4-c]pyridin-8-yl)oxy)pentan-2-yl)isoindoline-1,3-dione), resultant mixture. The reagents and catalysts are [Pd] (palladium on carbon). Solvent: CO (methanol). Yields the product C(C)C1OC=2C=C(C=CC2C=2C1=CN=CC2)OC[C@H](CC(C)C)N2C(C1=CC=CC=C1C2=O)=O (2-((2S)-1-(5-ethyl-5H-chromeno[3,4-c]pyridin-8-yloxy)-4-methylpentan-2-yl)isoindoline-1,3-dione). Isolated yield 33.5%. As a reaction SMILES: [CH3:1][CH:2]([CH3:34])[CH2:3][C@H:4]([N:23]1[C:31](=[O:32])[C:30]2[C:25](=[CH:26][CH:27]=[CH:28][CH:29]=2)[C:24]1=[O:33])[CH2:5][O:6][C:7]1[CH:8]=[CH:9][C:10]2[C:20]3[C:15](=[CH:16][N:17]=[CH:18][CH:19]=3)[CH:14]([CH:21]=[CH2:22])[O:13][C:11]=2[CH:12]=1>CO.[Pd]>[CH2:21]([CH:14]1[C:15]2=[CH:16][N:17]=[CH:18][CH:19]=[C:20]2[C:10]2[CH:9]=[CH:8][C:7]([O:6][CH2:5][C@@H:4]([N:23]3[C:31](=[O:32])[C:30]4[C:25](=[CH:26][CH:27]=[CH:28][CH:29]=4)[C:24]3=[O:33])[CH2:3][CH:2]([CH3:34])[CH3:1])=[CH:12][C:11]=2[O:13]1)[CH3:22]. Procedure details: To a stirred solution of 2-((2S)-4-methyl-1-((5-vinyl-5H-chromeno[3,4-c]pyridin-8-yl)oxy)pentan-2-yl)isoindoline-1,3-dione (0.3 g, 0.660 mmol) in methanol (15 mL) was added 10% palladium on carbon (0.070 g, 0.660 mmol). The resultant mixture was stirred at room temperature under a hydrogen atmosphere (1 atm) for 12 h. The reaction mixture was then filtered through celite and concentrated under reduced pressure to yield crude 2-((2S)-1-(5-ethyl-5H-chromeno[3,4-c]pyridin-8-yloxy)-4-methylpentan-2-... Starting materials: BrC1=CC(=C(C=C1)N)N (4-bromo-o-phenylenediamine), S(=O)(Cl)Cl (thionyl chloride), S(O)(O)(=O)=O (sulfuric acid). Yields the product BrC1=CC=2C(=NSN2)C=C1 (5-bromo-2,1,3-benzothiadiazole). As a reaction SMILES: [Br:1][C:2]1[CH:7]=[CH:6][C:5]([NH2:8])=[C:4]([NH2:9])[CH:3]=1.[S:10](Cl)(Cl)=O.S(=O)(=O)(O)O>>[Br:1][C:2]1[CH:7]=[CH:6][C:5]2=[N:8][S:10][N:9]=[C:4]2[CH:3]=1. Procedure: A mixture was prepared by mixing 4.0 g (21 mmol) of 4-bromo-o-phenylenediamine, 14 mL of thionyl chloride and 0.62 mL of concentrated sulfuric acid and was refluxed for one hour. This mixture was cooled and then poured onto ice, and a resulting precipitate was filtered and collected. This precipitate was washed with water till the waste water became neutral and then thoroughly dried to yield 4.5 g of 5-bromo-2,1,3-benzothiadiazole as a crude product (melting point, 48 to 50° C.; yield, 96.5%). T... Reactants: FC=1C=C(C=C(C1)F)CC(=O)O ((3,5-difluorophenyl)acetic acid), C(=O)(N1C=NC=C1)N1C=NC=C1 (carbonyldiimidazole). The solvent is O1CCCC1 (tetrahydrofuran). Conditions: temperature 25 celsius, time 3 hour. Product: FC=1C=C(C=C(C1)F)CC(=O)N ((3,5-difluorophenyl)acetamide), ivory solid. Reaction SMILES: [F:1][C:2]1[CH:3]=[C:4]([CH2:9][C:10]([OH:12])=O)[CH:5]=[C:6]([F:8])[CH:7]=1.C(N1C=CN=C1)([N:15]1C=CN=C1)=O>O1CCCC1>[F:1][C:2]1[CH:3]=[C:4]([CH2:9][C:10]([NH2:15])=[O:12])[CH:5]=[C:6]([F:8])[CH:7]=1. Procedure: A solution of 10 g of (3,5-difluorophenyl)acetic acid in 100 mL of tetrahydrofuran was treated with 9.9 g of carbonyldiimidazole. The mixture was stirred at 25° C. for 3 hours then a vigorous stream of anhydrous ammonia was bubbled through the solution for 1 hour. The mixture was stirred for 2 days and then the solvent was evaporated at reduced pressure. The residue was suspended in 100 mL of distilled water. The mixture was filtered and the filtrant washed with distilled water twice. After dryi...